Dataset: the Open Reaction Database (ORD), a public repository of structured organic reaction records. Task: describe an organic reaction: reactants, conditions, products, and yield Starting materials: C(#N)C1=NC=CC=C1OC1=CC2=C(NC(=N2)C2=NC=CC=C2)C=C1OC=1C=NC(=CC1)S(=O)(=O)CC (5-(2-Cyanopyridin-3-yloxy)-6-(6-ethanesulfonyl-pyridin-3-yloxy)-2-pyridin-2-yl-1H-benzimidazole), N1=C(C=NC=C1)C(=O)O (pyrazine-2-carboxylic acid). The product is C(#N)C1=NC=CC=C1OC1=CC2=C(NC(=N2)C2=NC=CN=C2)C=C1OC=1C=NC(=CC1)S(=O)(=O)CC (5-(2-Cyanopyridin-3-yloxy)-6-(6-ethanesulfonyl-pyridin-3-yloxy)-2-pyrazin-2-yl-1H-benzimidazole). As a reaction SMILES: [C:1]([C:3]1[C:8]([O:9][C:10]2[C:24]([O:25][C:26]3[CH:27]=[N:28][C:29]([S:32]([CH2:35][CH3:36])(=[O:34])=[O:33])=[CH:30][CH:31]=3)=[CH:23][C:13]3[NH:14][C:15]([C:17]4[CH:22]=C[CH:20]=[CH:19][N:18]=4)=[N:16][C:12]=3[CH:11]=2)=[CH:7][CH:6]=[CH:5][N:4]=1)#[N:2].[N:37]1C=CN=CC=1C(O)=O>>[C:1]([C:3]1[C:8]([O:9][C:10]2[C:24]([O:25][C:26]3[CH:27]=[N:28][C:29]([S:32]([CH2:35][CH3:36])(=[O:34])=[O:33])=[CH:30][CH:31]=3)=[CH:23][C:13]3[NH:14][C:15]([C:17]4[CH:22]=[N:37][CH:20]=[CH:19][N:18]=4)=[N:16][C:12]=3[CH:11]=2)=[CH:7][CH:6]=[CH:5][N:4]=1)#[N:2]. Procedure details: The entitled compound was obtained as a colorless solid in the same method as in Example 197 or in accordance with the method or by combining it with an ordinary method but using 4-(2-cyanopyridin-3-yloxy)-5-(6-ethanesulfonyl-pyridin-3-yloxy)-benzene-1,2-diamine obtained in Example 245 and pyrazine-2-carboxylic acid. The reactants are C(C)(=O)C=1C=C(C=CC1)NC(C(=O)O[C@H]1CN2CCC1CC2)C2=CC=CC=C2 ((R)-Quinuclidin-3-yl 2-(3-acetylphenylamino)-2-phenylacetate), BrCC(=O)C1=CC=CC=C1 (2-bromo-1-phenylethanone). Run in C(C)(=O)OCC (ethyl acetate). Run at time 2 hour. Product: C(=O)[O-].C(C)(=O)C=1C=C(C=CC1)NC(C(=O)O[C@H]1C[N+]2(CCC1CC2)CC(C2=CC=CC=C2)=O)C2=CC=CC=C2 ((R)-3-[2-(3-acetyl-phenylamino)-2-phenyl-acetoxy]-1-(2-oxo-2-phenyl-ethyl)-1-azonia-bicyclo[2.2.2]octane formate). Isolated yield 81.8%. RXN SMILES: [C:1]([C:4]1[CH:5]=[C:6]([NH:10][CH:11]([C:23]2[CH:28]=[CH:27][CH:26]=[CH:25][CH:24]=2)[C:12]([O:14][C@@H:15]2[CH:20]3[CH2:21][CH2:22][N:17]([CH2:18][CH2:19]3)[CH2:16]2)=[O:13])[CH:7]=[CH:8][CH:9]=1)(=[O:3])[CH3:2].Br[CH2:30][C:31]([C:33]1[CH:38]=[CH:37][CH:36]=[CH:35][CH:34]=1)=[O:32]>C(OCC)(=O)C>[CH:12]([O-:14])=[O:13].[C:1]([C:4]1[CH:5]=[C:6]([NH:10][CH:11]([C:23]2[CH:28]=[CH:27][CH:26]=[CH:25][CH:24]=2)[C:12]([O:14][C@@H:15]2[CH:20]3[CH2:19][CH2:18][N+:17]([CH2:30][C:31](=[O:32])[C:33]4[CH:38]=[CH:37][CH:36]=[CH:35][CH:34]=4)([CH2:22][CH2:21]3)[CH2:16]2)=[O:13])[CH:7]=[CH:8][CH:9]=1)(=[O:3])[CH3:2] |f:3.4|. Procedure: (R)-Quinuclidin-3-yl 2-(3-acetylphenylamino)-2-phenylacetate (C53) (134 mg, 0.35 mmol) and 2-bromo-1-phenylethanone (85.0 mg, 0.42 mmol) are dissolved in ethyl acetate (5 mL) and stirred at RT for 2 hours. EtOAc is evaporated and the resulting crude oil is first purified by flash chromatography (DCM/MeOH=95/5) and then by preparative HPLC. The fractions containing the product are combined and concentrated under vacuum to remove the organic solvent. The resulting aqueous solution is freeze-dried ... Reactants: CC(C)OC(=O)c1cc(-n2c(=O)[nH]c(C(F)(F)F)c(F)c2=O)c(F)cc1Cl, O=P(Cl)(Cl)Cl, c1ccncc1. The product is CC(C)OC(=O)c1cc(-n2c(Cl)nc(C(F)(F)F)c(F)c2=O)c(F)cc1Cl. Reaction SMILES: [Cl:1][c:2]1[c:3]([C:4](=[O:5])[O:6][CH:7]([CH3:8])[CH3:9])[cH:10][c:11](-[n:15]2[c:16](=[O:27])[nH:17][c:18]([C:23]([F:24])([F:25])[F:26])[c:19]([F:22])[c:20]2=[O:21])[c:12]([F:14])[cH:13]1.[P:28]([Cl:29])([Cl:30])([Cl:31])=[O:32].[cH:33]1[cH:34][cH:35][n:36][cH:37][cH:38]1>>[Cl:1][c:2]1[c:3]([C:4](=[O:5])[O:6][CH:7]([CH3:8])[CH3:9])[cH:10][c:11](-[n:15]2[c:16]([Cl:30])[n:17][c:18]([C:23]([F:24])([F:25])[F:26])[c:19]([F:22])[c:20]2=[O:21])[c:12]([F:14])[cH:13]1. Reactants: C, CCOC(C)=O, COC(=O)C=Cc1cc(OC)c(OC)c(OC)c1, [Pd]. The product is COC(=O)CCc1cc(OC)c(OC)c(OC)c1. Reaction SMILES: [C:25].[CH3:19][CH2:20][O:21][C:22](=[O:23])[CH3:24].[CH3:1][O:2][c:3]1[cH:4][c:5]([CH:13]=[CH:14][C:15](=[O:16])[O:17][CH3:18])[cH:6][c:7]([O:11][CH3:12])[c:8]1[O:9][CH3:10].[Pd:26]>>[CH3:1][O:2][c:3]1[cH:4][c:5]([CH2:13][CH2:14][C:15](=[O:16])[O:17][CH3:18])[cH:6][c:7]([O:11][CH3:12])[c:8]1[O:9][CH3:10]. RXN SMILES: [Si:1]([O:8][C@@H:9]([C:25]1[CH:30]=[CH:29][CH:28]=[CH:27][C:26]=1[C:31]1[CH:36]=[CH:35][C:34]([Cl:37])=[CH:33][CH:32]=1)[CH:10]1[CH2:15][CH2:14][N:13]([C:16]2[CH:24]=[CH:23][C:19]([C:20](O)=[O:21])=[CH:18][CH:17]=2)[CH2:12][CH2:11]1)([C:4]([CH3:7])([CH3:6])[CH3:5])([CH3:3])[CH3:2].[Si:38]([O:55][CH2:56][CH2:57][N:58]([CH2:88][CH3:89])[CH2:59][CH2:60][C@@H:61]([NH:70][C:71]1[CH:76]=[CH:75][C:74]([S:77]([NH2:80])(=[O:79])=[O:78])=[CH:73][C:72]=1[S:81]([C:84]([F:87])([F:86])[F:85])(=[O:83])=[O:82])[CH2:62][S:63][C:64]1[CH:69]=[CH:68][CH:67]=[CH:66][CH:65]=1)([C:51]([CH3:54])([CH3:53])[CH3:52])([C:45]1[CH:50]=[CH:49][CH:48]=[CH:47][CH:46]=1)[C:39]1[CH:44]=[CH:43][CH:42]=[CH:41][CH:40]=1.C(Cl)CCl>CN(C1C=CN=CC=1)C>[Si:1]([O:8][C@@H:9]([C:25]1[CH:30]=[CH:29][CH:28]=[CH:27][C:26]=1[C:31]1[CH:36]=[CH:35][C:34]([Cl:37])=[CH:33][CH:32]=1)[CH:10]1[CH2:11][CH2:12][N:13]([C:16]2[CH:24]=[CH:23][C:19]([C:20]([NH:80][S:77]([C:74]3[CH:75]=[CH:76][C:71]([NH:70][C@H:61]([CH2:60][CH2:59][N:58]([CH2:57][CH2:56][O:55][Si:38]([C:51]([CH3:53])([CH3:54])[CH3:52])([C:39]4[CH:44]=[CH:43][CH:42]=[CH:41][CH:40]=4)[C:45]4[CH:46]=[CH:47][CH:48]=[CH:49][CH:50]=4)[CH2:88][CH3:89])[CH2:62][S:63][C:64]4[CH:65]=[CH:66][CH:67]=[CH:68][CH:69]=4)=[C:72]([S:81]([C:84]([F:87])([F:85])[F:86])(=[O:83])=[O:82])[CH:73]=3)(=[O:78])=[O:79])=[O:21])=[CH:18][CH:17]=2)[CH2:14][CH2:15]1)([C:4]([CH3:6])([CH3:7])[CH3:5])([CH3:2])[CH3:3]. Reported procedure: (R)-4-(4-((tert-butyldimethylsilyloxy)(4′-chlorobiphenyl-2-yl)methyl)piperidin-1-yl)benzoic acid (INTERMEDIATE 13, 160 mg, 0.3 mmol), (R)-4-(4-((2-(tert-butyldiphenylsilyloxy)ethyl)(ethyl)amino)-1-(phenylthio)butan-2-ylamino)-3-(trifluoromethylsulfonyl)benzenesulfonamide (INTERMEDIATE 25, 216 mg, 0.27 mmol), DMAP (100 mg, 0.82 mmol), and EDC (104 mg, 0.54 mmol) were placed in a 50 ml flask and flushed with nitrogen. DCM (3 ml) was added, and the solution was stirred at room temperature overnight... Reaction conditions: time 8 hour. The reagents and catalysts are CN(C)C=1C=CN=CC1 (DMAP). Product: [Si](C)(C)(C(C)(C)C)O[C@H](C1CCN(CC1)C1=CC=C(C(=O)NS(=O)(=O)C2=CC(=C(C=C2)N[C@@H](CSC2=CC=CC=C2)CCN(CC)CCO[Si](C2=CC=CC=C2)(C2=CC=CC=C2)C(C)(C)C)S(=O)(=O)C(F)(F)F)C=C1)C1=C(C=CC=C1)C1=CC=C(C=C1)Cl (4-(4-((R)-(tert-butyldimethylsilyloxy)(4′-chlorobiphenyl-2-yl)methyl)piperidin-1-yl)-N-(4-((R)-4-((2-(tert-butyldiphenylsilyloxy)ethyl)(ethyl)amino)-1-(phenylthio)butan-2-ylamino)-3-(trifluoromethyl sulfonyl)phenylsulfonyl)benzamide). Isolated yield 39.5%. The reactants are [Si](C)(C)(C(C)(C)C)O[C@H](C1CCN(CC1)C1=CC=C(C(=O)O)C=C1)C1=C(C=CC=C1)C1=CC=C(C=C1)Cl ((R)-4-(4-((tert-butyldimethylsilyloxy)(4 ′-chlorobiphenyl-2-yl)methyl)piperidin-1-yl)benzoic acid), [Si](C)(C)(C(C)(C)C)O[C@H](C1CCN(CC1)C1=CC=C(C(=O)O)C=C1)C1=C(C=CC=C1)C1=CC=C(C=C1)Cl ((R)-4-(4-((tert-butyldimethylsilyloxy)(4 ′-chlorobiphenyl-2-yl)methyl)piperidin-1-yl)benzoic acid), [Si](C1=CC=CC=C1)(C1=CC=CC=C1)(C(C)(C)C)OCCN(CC[C@H](CSC1=CC=CC=C1)NC1=C(C=C(C=C1)S(=O)(=O)N)S(=O)(=O)C(F)(F)F)CC ((R)-4-(4-((2-(tert-butyldiphenylsilyloxy)ethyl)(ethyl)amino)-1-(phenylthio)butan-2-ylamino)-3-(trifluoromethylsulfonyl)benzenesulfonamide), [Si](C1=CC=CC=C1)(C1=CC=CC=C1)(C(C)(C)C)OCCN(CC[C@H](CSC1=CC=CC=C1)NC1=C(C=C(C=C1)S(=O)(=O)N)S(=O)(=O)C(F)(F)F)CC ((R)-4-(4-((2-(tert-butyldiphenylsilyloxy)ethyl)(ethyl)amino)-1-(phenylthio)butan-2-ylamino)-3-(trifluoromethylsulfonyl)benzenesulfonamide), C(CCl)Cl (EDC). Reactants: [Br-], Cc1oc(-c2ccccc2)nc1CCOc1ccc(C=O)cc1, CN(C)C=O, Cl, [H-], [Na+], c1ccc([P+](CCC2OCCCO2)(c2ccccc2)c2ccccc2)cc1. Product: Cc1oc(-c2ccccc2)nc1CCOc1ccc(C=CCC2OCCCO2)cc1. As a reaction SMILES: [Br-:3].[CH3:31][c:32]1[c:33]([CH2:43][CH2:44][O:45][c:46]2[cH:47][cH:48][c:49]([CH:50]=[O:51])[cH:52][cH:53]2)[n:34][c:35](-[c:37]2[cH:38][cH:39][cH:40][cH:41][cH:42]2)[o:36]1.[CH3:55][N:56]([CH3:57])[CH:58]=[O:59].[ClH:54].[H-:1].[Na+:2].[O:4]1[CH:5]([CH2:10][CH2:11][P+:12]([c:13]2[cH:14][cH:15][cH:16][cH:17][cH:18]2)([c:19]2[cH:20][cH:21][cH:22][cH:23][cH:24]2)[c:25]2[cH:26][cH:27][cH:28][cH:29][cH:30]2)[O:6][CH2:7][CH2:8][CH2:9]1>>[O:4]1[CH:5]([CH2:10][CH:11]=[CH:50][c:49]2[cH:48][cH:47][c:46]([O:45][CH2:44][CH2:43][c:33]3[c:32]([CH3:31])[o:36][c:35](-[c:37]4[cH:38][cH:39][cH:40][cH:41][cH:42]4)[n:34]3)[cH:53][cH:52]2)[O:6][CH2:7][CH2:8][CH2:9]1. Starting materials: CC(=O)O[BH-](OC(C)=O)OC(C)=O, CO, CC#CC(=O)CN(CCNC(=O)OC(C)(C)C)S(=O)(=O)c1ccc(Cl)nc1, ClCCl, O=C(O)C(F)(F)F, [Na+]. Yields the product CC#CC1CN(S(=O)(=O)c2ccc(Cl)nc2)CCN1. Reaction SMILES: [C:35]([O:36][BH-:37]([O:38][C:39](=[O:40])[CH3:41])[O:42][C:43](=[O:44])[CH3:45])(=[O:46])[CH3:47].[CH3:49][OH:50].[Cl:1][c:2]1[cH:3][cH:4][c:5]([S:8](=[O:9])(=[O:10])[N:11]([CH2:12][CH2:13][NH:14][C:16](=[O:17])[O:18][C:19]([CH3:20])([CH3:21])[CH3:27])[CH2:22][C:23](=[O:15])[C:24]#[C:25][CH3:26])[cH:6][n:7]1.[Cl:51][CH2:52][Cl:53].[F:28][C:29]([F:30])([F:31])[C:32]([OH:33])=[O:34].[Na+:48]>>[Cl:1][c:2]1[cH:3][cH:4][c:5]([S:8](=[O:9])(=[O:10])[N:11]2[CH2:12][CH2:13][NH:14][CH:23]([C:24]#[C:25][CH3:26])[CH2:22]2)[cH:6][n:7]1.